This data is from the Open Reaction Database (ORD), a public repository of structured organic reaction records. The task is: describe an organic reaction: reactants, conditions, products, and yield The reactants are O (water), FC=1C=C(C=CC1)O (3-fluorophenol), BrCCCC(=O)OCC (ethyl 4-bromobutanoate), C(=O)([O-])[O-].[Cs+].[Cs+] (Cs2CO3). Solvent: CN(C)C=O (DMF). Product: FC=1C=C(OCCCC(=O)OCC)C=CC1 (ethyl 4-(3-fluorophenoxy)butanoate). Isolated yield 99.1%. As a reaction SMILES: [F:1][C:2]1[CH:3]=[C:4]([OH:8])[CH:5]=[CH:6][CH:7]=1.Br[CH2:10][CH2:11][CH2:12][C:13]([O:15][CH2:16][CH3:17])=[O:14].C([O-])([O-])=O.[Cs+].[Cs+].O>CN(C=O)C>[F:1][C:2]1[CH:3]=[C:4]([CH:5]=[CH:6][CH:7]=1)[O:8][CH2:10][CH2:11][CH2:12][C:13]([O:15][CH2:16][CH3:17])=[O:14] |f:2.3.4|. Reported procedure: A mixture of 3-fluorophenol (6.00 g, 53.5 mmol), ethyl 4-bromobutanoate (15.70 g, 80.5 mmol) and Cs2CO3 (26.20 g, 80.4 mmol) in DMF (25 mL) under N2 was refluxed overnight. The mixture was then cooled to rt and 150 mL of water was added. The resulting mixture was extracted with DCM (100 mL×2) and the combined organic phases were washed with brine (100 mL×2), dried over anhydrous Na2SO4 and concentrated in vacuo. The residue was purified by a silica gel column chromatography (PE/EtOAc (V/V)=10:1)... Starting materials: C(C)(C)(C)ON=C1C=C(OC2=CC=C(C=C12)O)C1=CC2=C(C=N1)C=CS2 (6-Hydroxy-2-thieno[3,2-c]pyridin-6-yl-chromen-4-one O-tert-butyl-oxime), ClCCC1(CC=C(C=C1)F)Cl (1-(2-Chloro-ethyl)-4-fluorophenyl hydrochloride). Yields the product FC1=CC=C(C=C1)CCOC=1C=C2C(C=C(OC2=CC1)C1=CC2=C(C=N1)C=CS2)=NO (6-[2-(4-Fluoro-phenyl)-ethoxy]-2-thieno[3,2-c]pyridin-6-yl-chromen-4-one oxime). As a reaction SMILES: C([O:5][N:6]=[C:7]1[C:16]2[C:11](=[CH:12][CH:13]=[C:14]([OH:17])[CH:15]=2)[O:10][C:9]([C:18]2[N:23]=[CH:22][C:21]3[CH:24]=[CH:25][S:26][C:20]=3[CH:19]=2)=[CH:8]1)(C)(C)C.Cl[CH2:28][CH2:29][C:30]1(Cl)[CH:35]=[CH:34][C:33]([F:36])=[CH:32][CH2:31]1>>[F:36][C:33]1[CH:34]=[CH:35][C:30]([CH2:29][CH2:28][O:17][C:14]2[CH:15]=[C:16]3[C:11](=[CH:12][CH:13]=2)[O:10][C:9]([C:18]2[N:23]=[CH:22][C:21]4[CH:24]=[CH:25][S:26][C:20]=4[CH:19]=2)=[CH:8][C:7]3=[N:6][OH:5])=[CH:31][CH:32]=1. Reported procedure: 6-[2-(4-Fluoro-phenyl)-ethoxy]-2-thieno[3,2-c]pyridin-6-yl-chromen-4-one oxime was prepared in 18% overall yield using the method described in example 127, starting from 6-Hydroxy-2-thieno[3,2-c]pyridin-6-yl-chromen-4-one O-tert-butyl-oxime (example 127B) and 1-(2-Chloro-ethyl)-4-fluorophenyl hydrochloride. Starting materials: O=C([O-])[O-], [Cs+], [Cs+], O=[N+]([O-])c1cccc(S(=O)(=O)OCC2CO2)c1, CN(C)C=O, CC(=O)Nc1cc(C(F)(F)F)ccc1O. The product is CC(=O)Nc1cc(C(F)(F)F)ccc1OCC1CO1. Reaction SMILES: [C:33](=[O:34])([O-:35])[O-:36].[Cs+:37].[Cs+:38].[O:16]1[CH:17]([CH2:19][O:20][S:21]([c:22]2[cH:23][cH:24][cH:25][c:26]([N+:27]([O-:28])=[O:29])[cH:30]2)(=[O:31])=[O:32])[CH2:18]1.[O:39]=[CH:40][N:41]([CH3:42])[CH3:43].[OH:1][c:2]1[c:3]([NH:12][C:13]([CH3:14])=[O:15])[cH:4][c:5]([C:8]([F:9])([F:10])[F:11])[cH:6][cH:7]1>>[O:1]([c:2]1[c:3]([NH:12][C:13]([CH3:14])=[O:15])[cH:4][c:5]([C:8]([F:9])([F:10])[F:11])[cH:6][cH:7]1)[CH2:19][CH:17]1[O:16][CH2:18]1. Product: C(=O)OC1(C2(CCC(O2)C)C(CCC1)(C)C)C (2,6,10,10-Tetramethyl-1-oxa-spiro[4.5]dec-6-yl formate). As a reaction SMILES: [CH3:1][CH:2]1[CH2:6][CH2:5][C:4]2([C:11]([CH3:13])([CH3:12])[CH2:10][CH2:9][CH2:8][C:7]2([CH3:15])[OH:14])[O:3]1.[CH:16](C1NC=CN=1)=[O:17]>>[CH:16]([O:14][C:7]1([CH3:15])[CH2:8][CH2:9][CH2:10][C:11]([CH3:13])([CH3:12])[C:4]21[O:3][CH:2]([CH3:1])[CH2:6][CH2:5]2)=[O:17]. The reactants are CC1OC2(CC1)C(CCCC2(C)C)(O)C (2,6,10,10-tetramethyl-1-oxa-spiro[4.5]decan-6-ol), C(=O)C=1NC=CN1 (formylimidazole). Procedure: 0.4 g (0.002 M) of 2,6,10,10-tetramethyl-1-oxa-spiro[4.5]decan-6-ol -- isomer A; see Example 1 -- were intimately mixed with 0.5 g (0.005 M) of freshly sublimated formylimidazole and then kept for 2 days at room temperature. The reaction mixture was then extracted with ether and the organic layer washed, dried, evaporated and finally subjected to a fractional distillation to give 0.3 g of a product having b.p. 70°-80°/0.5 Torr and containing 60% of the desired ester. An analytical sample was pur... Reaction conditions: time 2 day. Starting materials: NC1=NC=NN2C1=CC=C2C(CCl)=O (1-(4-aminopyrrolo[2,1-f][1,2,4]triazin-7-yl)-2-chloroethanone), BrN1C(N(C(C1(C)C)=O)Br)=O (1,3-dibromo-5,5-dimethylimidazolidine-2,4-dione). Solvent: CN(C)C=O (DMF). Reaction conditions: time 1 hour. Product: NC1=NC=NN2C1=C(C=C2C(CCl)=O)Br (1-(4-amino-5-bromopyrrolo[2,1-f][1,2,4]triazin-7-yl)-2-chloroethanone). The yield is 104.5%. As a reaction SMILES: [NH2:1][C:2]1[C:7]2=[CH:8][CH:9]=[C:10]([C:11](=[O:14])[CH2:12][Cl:13])[N:6]2[N:5]=[CH:4][N:3]=1.[Br:15]N1C(C)(C)C(=O)N(Br)C1=O>CN(C=O)C>[NH2:1][C:2]1[C:7]2=[C:8]([Br:15])[CH:9]=[C:10]([C:11](=[O:14])[CH2:12][Cl:13])[N:6]2[N:5]=[CH:4][N:3]=1. Reported procedure: To a solution of 1-(4-aminopyrrolo[2,1-f][1,2,4]triazin-7-yl)-2-chloroethanone (500 mg, 2.37 mmol) in DMF (40 mL) at −40° C., was added 1,3-dibromo-5,5-dimethylimidazolidine-2,4-dione (339 mg, 1.19 mmol). The reaction was allowed to stir for 1 hr while warming to rt. A precipitate had formed and the reaction was filtered and the precipitate was washed With Et2O to afford 360 mg (52%) of the desired product as a white powder. 1H NMR (300 MHz, DMSO-d6) 8.12 (s, 1 H), 7.53 (s, 1 H), 5.10 (s, 2H); L... Reactants: [Si](C)(C)(C(C)(C)C)O[C@@H]1C(O[C@H]([C@@H]1O[Si](C)(C)C(C)(C)C)N1C(N(C(C=C1)=O)CC1=CC=C(C=C1)OC)=O)[C@@H]([C@@H](C(=O)OC(C)(C)C)NC(CCCCCCCCCCNC(=O)OCC1C2=CC=CC=C2C=2C=CC=CC12)=O)O (tert-butyl (2S,3R)-3-[(3R,4R,5R)-3,4-bis{[tert-butyl(dimethyl)silyl]oxy}-5-(3-(4-methoxybenzyl)-2,4-dioxo-3,4-dihydro-1(2H)-pyrimidinyl)tetrahydro-2-furanyl]-2-[(11-{[(9H-fluoren-9-ylmethoxy)carbonyl]amino}undecanoyl)amino]-3-hydroxypropanoate), N1CCCCC1 (piperidine). The product is NCCCCCCCCCCC(=O)N[C@H](C(=O)OC(C)(C)C)[C@@H](O)C1O[C@H]([C@@H]([C@@H]1O[Si](C)(C)C(C)(C)C)O[Si](C)(C)C(C)(C)C)N1C(N(C(C=C1)=O)CC1=CC=C(C=C1)OC)=O (tert-butyl (2S,3R)-2-[(11-aminoundecanoyl)amino]-3-[(3R,4R,5R)-3,4-bis{[tert-butyl (dimethyl)silyl]oxy}-5-(3-(4-methoxybenzyl)-2,4-dioxo-3,4-dihydro-1(2H)-pyrimidinyl)tetrahydro-2-furanyl]-3-hydroxypropanoate). Yield: 64.6%. Reaction SMILES: [Si:1]([O:8][C@H:9]1[C@@H:13]([O:14][Si:15]([C:18]([CH3:21])([CH3:20])[CH3:19])([CH3:17])[CH3:16])[C@H:12]([N:22]2[CH:27]=[CH:26][C:25](=[O:28])[N:24]([CH2:29][C:30]3[CH:35]=[CH:34][C:33]([O:36][CH3:37])=[CH:32][CH:31]=3)[C:23]2=[O:38])[O:11][CH:10]1[C@H:39]([OH:79])[C@H:40]([NH:48][C:49](=[O:78])[CH2:50][CH2:51][CH2:52][CH2:53][CH2:54][CH2:55][CH2:56][CH2:57][CH2:58][CH2:59][NH:60]C(OCC1C2C=CC=CC=2C2C1=CC=CC=2)=O)[C:41]([O:43][C:44]([CH3:47])([CH3:46])[CH3:45])=[O:42])([C:4]([CH3:7])([CH3:6])[CH3:5])([CH3:3])[CH3:2].N1CCCCC1>>[NH2:60][CH2:59][CH2:58][CH2:57][CH2:56][CH2:55][CH2:54][CH2:53][CH2:52][CH2:51][CH2:50][C:49]([NH:48][C@@H:40]([C@H:39]([CH:10]1[C@@H:9]([O:8][Si:1]([C:4]([CH3:5])([CH3:6])[CH3:7])([CH3:3])[CH3:2])[C@@H:13]([O:14][Si:15]([C:18]([CH3:21])([CH3:20])[CH3:19])([CH3:17])[CH3:16])[C@H:12]([N:22]2[CH:27]=[CH:26][C:25](=[O:28])[N:24]([CH2:29][C:30]3[CH:31]=[CH:32][C:33]([O:36][CH3:37])=[CH:34][CH:35]=3)[C:23]2=[O:38])[O:11]1)[OH:79])[C:41]([O:43][C:44]([CH3:45])([CH3:46])[CH3:47])=[O:42])=[O:78]. Procedure: By using an analogous procedure to that described for Reference Example 32, tert-butyl (2S,3R)-3-[(3R,4R,5R)-3,4-bis{[tert-butyl(dimethyl)silyl]oxy}-5-(3-(4-methoxybenzyl)-2,4-dioxo-3,4-dihydro-1(2H)-pyrimidinyl)tetrahydro-2-furanyl]-2-[(11-{[(9H-fluoren-9-ylmethoxy)carbonyl]amino}undecanoyl)amino]-3-hydroxypropanoate (73 mg, 0.065 mmol, obtained from Example 22) was stirred with piperidine (1.5 ml) for 1 hour under nitrogen at room temperature. The product was purified by chromatography (flash ...